describe an organic reaction: reactants, conditions, products, and yield From a dataset of the Open Reaction Database (ORD), a public repository of structured organic reaction records. The reactants are NC1=C(C=C(C#N)C=C1C)I (4-Amino-3-iodo-5-methylbenzonitrile), CO (MeOH). The solvent is C1CCOC1 (THF). Reaction conditions: time 12 hour. Yields the product NCC1=CC(=C(C(=C1)C)N)I (4-Aminomethyl-2-iodo-6-methyl-phenylamine). Isolated yield 96.1%. As a reaction SMILES: [NH2:1][C:2]1[C:9]([CH3:10])=[CH:8][C:5]([C:6]#[N:7])=[CH:4][C:3]=1[I:11].CO>C1COCC1>[NH2:7][CH2:6][C:5]1[CH:8]=[C:9]([CH3:10])[C:2]([NH2:1])=[C:3]([I:11])[CH:4]=1. Procedure: 4-Amino-3-iodo-5-methylbenzonitrile (200 mg, 0.77 mmol) was dissolved in THF at 0° C. After Borane-THF complex (4 eq, 3.10 mmol, 3.10 ml) was slowly added into the reaction mixture, a reaction temperature was heated to reflux. The reaction mixture was stirred for 12 hr with reflux. After confirming the completion of the reaction, MeOH was added. The mixture was stirred for 4 hrs. The reaction solvent was removed in vacuo. A residue was extracted with Ethyl acetate, washed with H2O and brine, dri...